This data is from the Open Reaction Database (ORD), a public repository of structured organic reaction records. The task is: describe an organic reaction: reactants, conditions, products, and yield Reactants: BrC=1C=C(C=2N(C1)C(=C(N2)C)C(=O)OCC)OCC2=C(C=CC=C2F)F (ethyl 6-bromo-8-[(2,6-difluorobenzyl)oxy]-2-methylimidazo[1,2-a]pyridine-3-carboxylate), CC(C)([O-])C.[Na+] (sodium tert-butoxide), CC(C)C1=CC(=C(C(=C1)C(C)C)C2=C(C=CC=C2)P(C3CCCCC3)C4CCCCC4)C(C)C (XPHOS), N1CCCC1 (pyrrolidine). Reagents/catalysts: C=1C=CC(=CC1)/C=C/C(=O)/C=C/C2=CC=CC=C2.C=1C=CC(=CC1)/C=C/C(=O)/C=C/C2=CC=CC=C2.C=1C=CC(=CC1)/C=C/C(=O)/C=C/C2=CC=CC=C2.[Pd].[Pd] (tris(dibenzylideneacetone)dipalladium). Run in C1(=CC=CC=C1)C (toluene). Conditions: time 16 hour. Product: FC1=C(COC=2C=3N(C=C(C2)N2CCCC2)C(=C(N3)C)C(=O)OCC)C(=CC=C1)F (Ethyl 8-[(2,6-difluorobenzyl)oxy]-2-methyl-6-(pyrrolidin-1-yl)imidazo[1,2-a]pyridine-3-carboxylate). As a reaction SMILES: Br[C:2]1[CH:3]=[C:4]([O:17][CH2:18][C:19]2[C:24]([F:25])=[CH:23][CH:22]=[CH:21][C:20]=2[F:26])[C:5]2[N:6]([C:8]([C:12]([O:14][CH2:15][CH3:16])=[O:13])=[C:9]([CH3:11])[N:10]=2)[CH:7]=1.CC(C)([O-])C.[Na+].CC(C1C=C(C(C)C)C(C2C=CC=CC=2P(C2CCCCC2)C2CCCCC2)=C(C(C)C)C=1)C.[NH:67]1[CH2:71][CH2:70][CH2:69][CH2:68]1>C1(C)C=CC=CC=1.C1C=CC(/C=C/C(/C=C/C2C=CC=CC=2)=O)=CC=1.C1C=CC(/C=C/C(/C=C/C2C=CC=CC=2)=O)=CC=1.C1C=CC(/C=C/C(/C=C/C2C=CC=CC=2)=O)=CC=1.[Pd].[Pd]>[F:26][C:20]1[CH:21]=[CH:22][CH:23]=[C:24]([F:25])[C:19]=1[CH2:18][O:17][C:4]1[C:5]2[N:6]([C:8]([C:12]([O:14][CH2:15][CH3:16])=[O:13])=[C:9]([CH3:11])[N:10]=2)[CH:7]=[C:2]([N:67]2[CH2:71][CH2:70][CH2:69][CH2:68]2)[CH:3]=1 |f:1.2,6.7.8.9.10|. Procedure details: 500 mg of ethyl 6-bromo-8-[(2,6-difluorobenzyl)oxy]-2-methylimidazo[1,2-a]pyridine-3-carboxylate (1.18 mmol, 1 equivalent), 43 mg of tris(dibenzylideneacetone)dipalladium (0.047 mmol, 4 mol %), 158 mg of sodium tert-butoxide (1.65 mmol, 1.4 equivalents), 67 mg of XPHOS (0.141 mmol, 12 mol %) and 294 μl of pyrrolidine (3.5 mmol, 3 equivalents) were dissolved in 30 ml of dry toluene and reacted in an oil bath preheated to 100° C. After 16 h at this temperature, the reaction mixture was cooled, fil... The product is COC(=O)CCc1c[nH]c2ccc(F)cc12. As a reaction SMILES: [CH3:19][OH:20].[CH3:1][O:2][C:3]([CH:4]=[CH:5][c:6]1[cH:7][nH:8][c:9]2[cH:10][cH:11][c:12]([F:15])[cH:13][c:14]12)=[O:16].[H:17][H:18].[Pd:21]>>[CH3:1][O:2][C:3]([CH2:4][CH2:5][c:6]1[cH:7][nH:8][c:9]2[cH:10][cH:11][c:12]([F:15])[cH:13][c:14]12)=[O:16]. The reactants are CO, COC(=O)C=Cc1c[nH]c2ccc(F)cc12, [H][H], [Pd].